This data is from the Open Reaction Database (ORD), a public repository of structured organic reaction records. The task is: describe an organic reaction: reactants, conditions, products, and yield The reactants are N1(N=CN=C1)C(C(=O)C1=CC=C(C=C1)Cl)=CC(C(C)(C)C)=O (2-(1,2,4-triazol-1-yl)-1-p-chlorophenyl-5,5-dimethyl-hex-2-en-1,4-dione), [BH4-].[Na+] (sodium borohydride). Run in CO (methanol), CO (methanol). Yields the product N1(N=CN=C1)C(C(O)C1=CC=C(C=C1)Cl)=CC(C(C)(C)C)=O (2-(1,2,4-Triazol-1-yl)-1-p-chlorophenyl-5,5-dimethylhex-2-en-1-ol-4-one). RXN SMILES: [N:1]1([C:6](=[CH:16][C:17](=[O:22])[C:18]([CH3:21])([CH3:20])[CH3:19])[C:7]([C:9]2[CH:14]=[CH:13][C:12]([Cl:15])=[CH:11][CH:10]=2)=[O:8])[CH:5]=[N:4][CH:3]=[N:2]1.[BH4-].[Na+]>CO>[N:1]1([C:6](=[CH:16][C:17](=[O:22])[C:18]([CH3:20])([CH3:19])[CH3:21])[CH:7]([C:9]2[CH:14]=[CH:13][C:12]([Cl:15])=[CH:11][CH:10]=2)[OH:8])[CH:5]=[N:4][CH:3]=[N:2]1 |f:1.2|. Procedure details: The product (6.4 g, 0.02 mol) of Stage 2 was dissolved in methanol(100 ml) and to this solution was added sodium borohydride (0.2 g, 0.005 mol) at 0°. After stirring at room temperature for 15 hours the methanol was removed in vacuo. The residue was washed with water and neutralised with dilute hydrochloric acid. Recrystallisation of the solid from petroleum ether/ethanol gave the title compound as white needles, m.p. 156°-160°.